Dataset: the Open Reaction Database (ORD), a public repository of structured organic reaction records. Task: describe an organic reaction: reactants, conditions, products, and yield The reactants are CC(C)(C)OC(=O)N1CCc2cccc(Oc3ccc(C(N)=O)cn3)c2C1, ClCCl, O=C(O)C(F)(F)F. Product: NC(=O)c1ccc(Oc2cccc3c2CNCC3)nc1. RXN SMILES: [C:1]([O:2][C:3](=[O:4])[N:8]1[CH2:9][c:10]2[c:11]([O:18][c:19]3[n:20][cH:21][c:22]([C:25]([NH2:26])=[O:27])[cH:23][cH:24]3)[cH:12][cH:13][cH:14][c:15]2[CH2:16][CH2:17]1)([CH3:5])([CH3:6])[CH3:7].[Cl:35][CH2:36][Cl:37].[F:28][C:29]([F:30])([F:31])[C:32]([OH:33])=[O:34]>>[NH:8]1[CH2:9][c:10]2[c:11]([O:18][c:19]3[n:20][cH:21][c:22]([C:25]([NH2:26])=[O:27])[cH:23][cH:24]3)[cH:12][cH:13][cH:14][c:15]2[CH2:16][CH2:17]1. Reactants: NC1=C(C(=O)NCCCCN2CCC(=CC2)C2=CC=CC=C2)C=CC(=C1)[N+](=O)[O-] (2-amino-4-nitro-N-[4-(4-phenyl-1,2,3,6-tetrahydropyridin-1-yl)butyl]benzamide), C(=O)(N1C=NC=C1)N1C=NC=C1 (carbonyldiimidazole). Solvent: O1CCCC1 (tetrahydrofuran). Yields the product [N+](=O)([O-])C1=CC=C2C(N(C(NC2=C1)=O)CCCCN1CCC(=CC1)C1=CC=CC=C1)=O (7-nitro-3-[4-(4-phenyl-1,2,3,6-tetrahydropyridin-1-yl)butyl]-1,2,3,4-tetrahydroquinazoline-2,4-dione). Isolated yield 57.7%. RXN SMILES: [NH2:1][C:2]1[CH:26]=[C:25]([N+:27]([O-:29])=[O:28])[CH:24]=[CH:23][C:3]=1[C:4]([NH:6][CH2:7][CH2:8][CH2:9][CH2:10][N:11]1[CH2:16][CH:15]=[C:14]([C:17]2[CH:22]=[CH:21][CH:20]=[CH:19][CH:18]=2)[CH2:13][CH2:12]1)=[O:5].[C:30](N1C=CN=C1)(N1C=CN=C1)=[O:31]>O1CCCC1>[N+:27]([C:25]1[CH:26]=[C:2]2[C:3]([C:4](=[O:5])[N:6]([CH2:7][CH2:8][CH2:9][CH2:10][N:11]3[CH2:12][CH:13]=[C:14]([C:17]4[CH:18]=[CH:19][CH:20]=[CH:21][CH:22]=4)[CH2:15][CH2:16]3)[C:30](=[O:31])[NH:1]2)=[CH:23][CH:24]=1)([O-:29])=[O:28]. Procedure details: A mixture of 2-amino-4-nitro-N-[4-(4-phenyl-1,2,3,6-tetrahydropyridin-1-yl)butyl]benzamide (0.52 g) and carbonyldiimidazole (0.43 g) in dry tetrahydrofuran (10 ml) was stirred under reflux for 2 hours. After evaporation of the solvent, the crude residue was crystallized and recrystallized from ethanol to give crystals of 7-nitro-3-[4-(4-phenyl-1,2,3,6-tetrahydropyridin-1-yl)butyl]-1,2,3,4-tetrahydroquinazoline-2,4-dione (0.32 g). Reactants: CC(C)(C)OC(=O)NCCCc1cc(Nc2nc(-c3ccccc3)nc3ccccc23)[nH]n1, ClCCl, O=C(O)C(F)(F)F. Yields the product NCCCc1cc(Nc2nc(-c3ccccc3)nc3ccccc23)[nH]n1. RXN SMILES: [C:1]([O:2][C:3](=[O:4])[NH:8][CH2:9][CH2:10][CH2:11][c:12]1[cH:13][c:14]([NH:17][c:18]2[n:19][c:20](-[c:28]3[cH:29][cH:30][cH:31][cH:32][cH:33]3)[n:21][c:22]3[cH:23][cH:24][cH:25][cH:26][c:27]23)[nH:15][n:16]1)([CH3:5])([CH3:6])[CH3:7].[Cl:41][CH2:42][Cl:43].[F:34][C:35]([F:36])([F:37])[C:38]([OH:39])=[O:40]>>[NH2:8][CH2:9][CH2:10][CH2:11][c:12]1[cH:13][c:14]([NH:17][c:18]2[n:19][c:20](-[c:28]3[cH:29][cH:30][cH:31][cH:32][cH:33]3)[n:21][c:22]3[cH:23][cH:24][cH:25][cH:26][c:27]23)[nH:15][n:16]1. The reactants are CSC1=CC=C(C=C1)C(CCC(=O)O)=O (4-[4-(Methylthio)phenyl]-4-oxo-butanoic acid), FC(C(=O)O)(F)F (trifluoroacetic acid), [H-].C(C)[SiH](CC)CC (triethylsilane hydride). Reaction conditions: time 17 hour. Product: CSC1=CC=C(C=C1)CCCC(=O)O (4-[4-(Methylthio)phenyl]butanoic acid). As a reaction SMILES: [CH3:1][S:2][C:3]1[CH:8]=[CH:7][C:6]([C:9](=O)[CH2:10][CH2:11][C:12]([OH:14])=[O:13])=[CH:5][CH:4]=1.FC(F)(F)C(O)=O.[H-].C([SiH](CC)CC)C>>[CH3:1][S:2][C:3]1[CH:4]=[CH:5][C:6]([CH2:9][CH2:10][CH2:11][C:12]([OH:14])=[O:13])=[CH:7][CH:8]=1 |f:2.3|. Reported procedure: A solution of the acid obtained in Step A (19.8 g, 88.1 mmol) in trifluoroacetic acid (68 ml, 881 mmol) is brought to 0° C. and then triethylsilane hydride (35.2 ml, 220 mmol) is added dropwise using a dropping funnel. Stirring is carried out at ambient temperature for 17 hours. The reactants are C(C)(=O)N1C(C(C2=CC=C(C=C12)C(=O)OC)=C(C1=CC=CC=C1)OCC)=O (1-acetyl-3-(1-ethoxy-1-phenylmethylene)-6-methoxycarbonyl-2-indolinone), C1(CCCCC1)CC1=CC=C(N)C=C1 (4-(cyclohexyl-methyl)-aniline). The product is C1(CCCCC1)=CC1=CC=C(N\C(\C2=CC=CC=C2)=C\2/C(NC3=CC(=CC=C23)C(=O)OC)=O)C=C1 (3-Z-[1-(4-(cyclohexylyl-methyl)-anilino)-1-phenyl-methylene]-6-methoxycarbonyl-2-indolinone). Reaction SMILES: C([N:4]1[C:12]2[C:7](=[CH:8][CH:9]=[C:10]([C:13]([O:15][CH3:16])=[O:14])[CH:11]=2)[C:6](=[C:17](OCC)[C:18]2[CH:23]=[CH:22][CH:21]=[CH:20][CH:19]=2)[C:5]1=[O:27])(=O)C.[CH:28]1([CH2:34][C:35]2[CH:41]=[CH:40][C:38]([NH2:39])=[CH:37][CH:36]=2)[CH2:33][CH2:32][CH2:31][CH2:30][CH2:29]1>>[C:28]1(=[CH:34][C:35]2[CH:36]=[CH:37][C:38]([NH:39]/[C:17](=[C:6]3\[C:5](=[O:27])[NH:4][C:12]4[C:7]\3=[CH:8][CH:9]=[C:10]([C:13]([O:15][CH3:16])=[O:14])[CH:11]=4)/[C:18]3[CH:23]=[CH:22][CH:21]=[CH:20][CH:19]=3)=[CH:40][CH:41]=2)[CH2:29][CH2:30][CH2:31][CH2:32][CH2:33]1. Procedure: Prepared from 1-acetyl-3-(1-ethoxy-1-phenylmethylene)-6-methoxycarbonyl-2-indolinone and 4-(cyclohexyl-methyl)-aniline (Eur. J. Med. Chem. Chim. Ther. 1992, 27, 537-544) Rf value: 0.6 (silica gel, methylene chloride/methanol=10:1) C30H30N2O3 The product is ClC=1C=C(CN)C=C(C1)CO (3-chloro-5-(hydroxymethyl)benzylamine), solid. The yield is 37.0%. Solvent: C1CCOC1 (THF). RXN SMILES: [Cl:1][C:2]1[CH:3]=[C:4]([CH:8]=[C:9]([CH2:11][OH:12])[CH:10]=1)[C:5]([NH2:7])=O>C1COCC1>[Cl:1][C:2]1[CH:3]=[C:4]([CH:8]=[C:9]([CH2:11][OH:12])[CH:10]=1)[CH2:5][NH2:7]. Reactants: ClC=1C=C(C(=O)N)C=C(C1)CO (3-chloro-5-(hydroxymethyl)benzamide). Procedure: Step N5. To 3-chloro-5-(hydroxymethyl)benzamide (0.7 g, 3.77 mmol) in THF (20 mL) was added borane-dimethylsulfide complex (0.9 g, 11.8 mmol) slowly. The mixture was refluxed for 20 hours. Excess borane reagent was quenched with methanol and solvent was removed by rotovap. The resulting residue was purified by column with dichloromethane/methanol (1:1) as the eluant. 3-chloro-5-(hydroxymethyl)benzylamine was obtained in white solid (240 mg, 37%). 1H NMR (300 MHz, CD3OD): δ 3.81 (s, 2H), 4.61 (s,... Starting materials: C1=CC=C(C=C1)P(C2=CC=CC=C2)C3=CC=CC=C3 (PPh3), C(C)(C)(C)OC(NC1=NC=CC(=C1)CO)=O ((4-Hydroxymethyl-pyridin-2-yl)-carbamic acid tert-butyl ester), C(Br)(Br)(Br)Br (CBr4). Solvent: C(Cl)Cl (CH2Cl2). Conditions: time 8 hour. Yields the product C(C)(C)(C)OC(NC1=NC=CC(=C1)CBr)=O ((4-bromomethyl-pyridin-2-yl)-carbamic acid tert-butyl ester). Isolated yield 82.0%. Reaction SMILES: [C:1]([O:5][C:6](=[O:16])[NH:7][C:8]1[CH:13]=[C:12]([CH2:14]O)[CH:11]=[CH:10][N:9]=1)([CH3:4])([CH3:3])[CH3:2].C1C=CC(P(C2C=CC=CC=2)C2C=CC=CC=2)=CC=1.C(Br)(Br)(Br)[Br:37]>C(Cl)Cl>[C:1]([O:5][C:6](=[O:16])[NH:7][C:8]1[CH:13]=[C:12]([CH2:14][Br:37])[CH:11]=[CH:10][N:9]=1)([CH3:4])([CH3:3])[CH3:2]. Procedure details: (4-Hydroxymethyl-pyridin-2-yl)-carbamic acid tert-butyl ester (8.00 g, 35.6 mmol) was dissolved in CH2Cl2 (150 mL) and treated with PPh3 (11.2 g, 42.8 mmol) under nitrogen. The reaction flask was cooled in an ice bath and CBr4 (14.2 g, 42.8 mmol) was added in small portions. The ice bath was removed after 30 min and the reaction mixture was stirred overnight at room temperature. The reaction mixture was concentrated under reduced pressure and acetonitrile (50 mL) was added. The reaction flask wa...